This data is from the Open Reaction Database (ORD), a public repository of structured organic reaction records. The task is: describe an organic reaction: reactants, conditions, products, and yield Starting materials: CC1C(=O)OC(C1)=O (2-methylsuccinic anhydride), NC1=CC=NC=C1 (4-aminopyridine), C=1(C(=CC=CC1)C)C (xylene). Solvent: O (water). Conditions: time 3.5 hour. Yields the product CC1C(N(C(C1)=O)C1=CC=NC=C1)=O (3-methyl-1-(4-pyridyl)-pyrrolidin-2,5-dione). As a reaction SMILES: [CH3:1][CH:2]1[CH2:7][C:6](=[O:8])O[C:3]1=[O:4].[NH2:9][C:10]1[CH:15]=[CH:14][N:13]=[CH:12][CH:11]=1.C1(C)C(C)=CC=CC=1>O>[CH3:1][CH:2]1[CH2:7][C:6](=[O:8])[N:9]([C:10]2[CH:15]=[CH:14][N:13]=[CH:12][CH:11]=2)[C:3]1=[O:4]. Reported procedure: The starting material is prepared as follows: The mixture of 28.5 g of 2-methylsuccinic anhydride, 23.5 g of 4-aminopyridine and 350 ml of xylene is refluxed on a water separator while stirring for 3.5 hours. The hot solution is decanted from some gummy residue, cooled, filtered, the residue suspended in 100 ml of boiling isopropanol and filtered off again, to yield the 3-methyl-1-(4-pyridyl)-pyrrolidin-2,5-dione melting at 119°-120°. Starting materials: BrC1=CC=C(C(C=O)=C1)OC (5-bromo-o-anisaldehyde), C(CO)O (ethylene glycol), C(CO)O (ethylene glycol). RXN SMILES: [Br:1][C:2]1[CH:9]=[C:6]([CH:7]=[O:8])[C:5]([O:10][CH3:11])=[CH:4][CH:3]=1.[CH2:12](O)[CH2:13][OH:14]>C1(C)C=CC=CC=1.C1(C)C=CC(S(O)(=O)=O)=CC=1>[Br:1][C:2]1[CH:3]=[CH:4][C:5]([O:10][CH3:11])=[C:6]([CH:7]2[O:14][CH2:13][CH2:12][O:8]2)[CH:9]=1. Product: BrC=1C=CC(=C(C1)C1OCCO1)OC (2-(5-bromo-2-methoxyphenyl)-1,3-dioxolane). Solvent: C1(=CC=CC=C1)C (toluene). Isolated yield 126.5%. The reagents and catalysts are C1(=CC=C(C=C1)S(=O)(=O)O)C (p-toluene sulfonic acid). Reported procedure: A solution of 5-bromo-o-anisaldehyde (49.7 g, 231 mmol), ethylene glycol (17.2 g, 277 mmol) and p-toluene sulfonic acid (4.3 g, 23 mmol) in dry toluene (400 ml) was heated at reflux for 21 hr. And then ethylene glycol (4.3 g, 70 mmol) was added to the reaction mixture and heated at reflux for 6 hr. The resulting solution was washed with sat. NaHCO3, water and brine, dried over MgSO4 and concentrated in vacuo to give crude 2-(5-bromo-2-methoxyphenyl)-1,3-dioxolane (75.7 g) as a dark red oil. The ... Starting materials: Cl (hydrochloric acid), ClC=1C=CC(=C(C1)NC)[N+](=O)[O-] (N-(5-chloro-2-nitrophenyl)-N-methylamine), CC=1C=C(C=C(C1[N+](=O)[O-])C)O (3,5-dimethyl-4-nitrophenol), CC(C)([O-])C.[K+] (potassium t-butoxide). Solvent: CN(C(C)=O)C (N,N-dimethylacetamide). Run at temperature 125 celsius, time 45 minute. Yields the product CC=1C=C(OC=2C=CC(=C(C2)NC)[N+](=O)[O-])C=C(C1[N+](=O)[O-])C (N-[5-(3,5-Dimethyl-4-nitrophenoxy)-2-nitrophenyl]-N-methylamine). Isolated yield 80.4%. RXN SMILES: Cl[C:2]1[CH:3]=[CH:4][C:5]([N+:10]([O-:12])=[O:11])=[C:6]([NH:8][CH3:9])[CH:7]=1.[CH3:13][C:14]1[CH:15]=[C:16]([OH:24])[CH:17]=[C:18]([CH3:23])[C:19]=1[N+:20]([O-:22])=[O:21].CC(C)([O-])C.[K+].Cl>CN(C)C(=O)C>[CH3:23][C:18]1[CH:17]=[C:16]([CH:15]=[C:14]([CH3:13])[C:19]=1[N+:20]([O-:22])=[O:21])[O:24][C:2]1[CH:3]=[CH:4][C:5]([N+:10]([O-:12])=[O:11])=[C:6]([NH:8][CH3:9])[CH:7]=1 |f:2.3|. Reported procedure: To a solution of N-(5-chloro-2-nitrophenyl)-N-methylamine (0.86 g) and 3,5-dimethyl-4-nitrophenol (0.76 g) in N,N-dimethylacetamide (12 ml) was added potassium t-butoxide (0.554 g) at room temperature, and the resulting mixture was stirred successively at the same temperature for 20 minutes, at 100° C. for 10 minutes, at 125° C. for 45 minutes, and at 140° C. for 1 hour. After cooling the reaction mixture to 0° C., the reaction mixture was adjusted to a pH of about 3 with 3N hydrochloric acid. T...